Dataset: the Open Reaction Database (ORD), a public repository of structured organic reaction records. Task: describe an organic reaction: reactants, conditions, products, and yield Starting materials: [Si]([O-])([O-])([O-])[O-].[Na+].[Na+].[Na+].[Na+] (sodium silicate), [Al] (aluminum). Yields the product [O-][Si](=O)[O-].[O-][Si](=O)[O-].[Na+].[Al+3] (sodium alumino silicate). Reaction SMILES: [Si:1]([O-])([O-:4])([O-:3])[O-:2].[Na+:6].[Na+].[Na+].[Na+].[Al:10]>>[O-:3][Si:1]([O-:4])=[O:2].[O-:3][Si:1]([O-:4])=[O:2].[Na+:6].[Al+3:10] |f:0.1.2.3.4,6.7.8.9|. Procedure details: U.S. Pat. No. 2,739,073 issued on Mar. 20, 1956 to Bertorelli and was assigned to the J. M. Huber Corporation. In this patent, a dilute sodium silicate solution and a dilute aluminum salt are added slowly to a diluting aqueous medium to produce a precipitated sodium alumino silicate having a specific gravity of from 2.10 to 2.26 and substantially all of the particles are less than 0.5 microns in diameter. Reactants: Cc1ccc(N)cc1Nc1nccc(-c2cccnc2)n1, COc1cc(C(=O)Cl)ccc1CN1CCN(C)CC1, Cc1ccc(N)cc1Nc1nccc(-c2ccc(Cl)nc2)n1, Cl, Cl. The product is COc1cc(C(=O)Nc2ccc(C)c(Nc3nccc(-c4cccnc4)n3)c2)ccc1CN1CCN(C)CC1. As a reaction SMILES: [CH3:1][c:2]1[c:3]([NH:9][c:10]2[n:11][cH:12][cH:13][c:14](-[c:16]3[cH:17][n:18][cH:19][cH:20][cH:21]3)[n:15]2)[cH:4][c:5]([NH2:6])[cH:7][cH:8]1.[CH3:46][O:47][c:48]1[cH:49][c:50]([C:51](=[O:52])[Cl:53])[cH:54][cH:55][c:56]1[CH2:57][N:58]1[CH2:59][CH2:60][N:61]([CH3:64])[CH2:62][CH2:63]1.[Cl:22][c:23]1[n:24][cH:25][c:26](-[c:27]2[cH:28][cH:29][n:30][c:31]([NH:32][c:33]3[cH:34][c:35]([NH2:40])[cH:36][cH:37][c:38]3[CH3:39])[n:41]2)[cH:42][cH:43]1.[ClH:44].[ClH:45]>>[CH3:1][c:2]1[c:3]([NH:9][c:10]2[n:11][cH:12][cH:13][c:14](-[c:16]3[cH:17][n:18][cH:19][cH:20][cH:21]3)[n:15]2)[cH:4][c:5]([NH:6][C:51]([c:50]2[cH:49][c:48]([O:47][CH3:46])[c:56]([CH2:57][N:58]3[CH2:59][CH2:60][N:61]([CH3:64])[CH2:62][CH2:63]3)[cH:55][cH:54]2)=[O:52])[cH:7][cH:8]1. Starting materials: C(C)C1C/C(/C2=CC(=CC=C12)F)=C\C(=O)O ((E)-2-(3-ethyl-6-fluoro-1-indanylidene)acetic acid), ClCCl (dichloromethane). Product: C(C)C1C/C(/C2=CC(=CC=C12)F)=C\C(=O)Cl ((E)-2-(3-ethyl-6-fluoro-1-indanylidene)acetyl chloride). As a reaction SMILES: [CH2:1]([CH:3]1[C:11]2[C:6](=[CH:7][C:8]([F:12])=[CH:9][CH:10]=2)/[C:5](=[CH:13]/[C:14]([OH:16])=O)/[CH2:4]1)[CH3:2].[Cl:17]CCl>>[CH2:1]([CH:3]1[C:11]2[C:6](=[CH:7][C:8]([F:12])=[CH:9][CH:10]=2)/[C:5](=[CH:13]/[C:14]([Cl:17])=[O:16])/[CH2:4]1)[CH3:2]. Procedure details: This compound was prepared in an analogous manner to Example 18h with replacement of (E)-2-(6-fluoro-3-methyl- 1 -indanylidene)acetic acid with (E)-2-(3-ethyl-6-fluoro-1-indanylidene)acetic acid (5.7 g. 25.88 mmol). The product residue was dissolved in dichloromethane and used without purification in Example 26. Solvent: C(CC)#N (propionitrile). Yields the product NC1=CC=C(C=N1)/C=C/C(=O)O ((E)-3-(6-aminopyridin-3-yl)acrylic Acid). The reagents and catalysts are CC(=O)[O-].CC(=O)[O-].[Pd+2] (Pd(OAc)2). Procedure details: A solution of 2-amino-5-bromopyridine (2.25 g, 13.0 mmole), benzyl acrylate (3.2 g, 19.7 mmole), Pd(OAc)2 (0.31 g, 1.4 mmole), tri-ortho-tolylphosphine (0.73 g, 2.4 mmole), and diisopropylethylamine (3.5 mL, 20.0 mmole) in propionitrile (50 mL) was heated at reflux overnight. The dark mixture was filtered through celite®, and the filtrate was concentrated. Flash chromatography on silica gel (3% MeOH/CH2Cl2) gave the title compound (1.3 g, 39%): MS (ES) m/e 255 (M+H)+. Isolated yield 60.9%. RXN SMILES: [NH2:1][C:2]1[CH:7]=[CH:6][C:5](Br)=[CH:4][N:3]=1.[C:9]([O:13]CC1C=CC=CC=1)(=[O:12])[CH:10]=[CH2:11].C1(C)C=CC=CC=1P(C1C=CC=CC=1C)C1C=CC=CC=1C.C(N(C(C)C)CC)(C)C>C(#N)CC.CC([O-])=O.CC([O-])=O.[Pd+2]>[NH2:1][C:2]1[N:3]=[CH:4][C:5](/[CH:11]=[CH:10]/[C:9]([OH:13])=[O:12])=[CH:6][CH:7]=1 |f:5.6.7|. Starting materials: NC1=NC=C(C=C1)Br (2-amino-5-bromopyridine), C(C=C)(=O)OCC1=CC=CC=C1 (benzyl acrylate), C1(=C(C=CC=C1)P(C1=C(C=CC=C1)C)C1=C(C=CC=C1)C)C (tri-ortho-tolylphosphine), C(C)(C)N(CC)C(C)C (diisopropylethylamine). Starting materials: Fc1ccc(Cl)c(F)c1, Cc1cc(F)c(CO)c(F)c1. The product is OCc1c(F)ccc(Cl)c1F. RXN SMILES: [Cl:1][c:2]1[c:3]([F:9])[cH:4][c:5]([F:8])[cH:6][cH:7]1.[F:10][c:11]1[cH:12][c:13]([CH3:14])[cH:15][c:16]([F:17])[c:18]1[CH2:19][OH:20]>>[Cl:1][c:2]1[c:3]([F:9])[c:4]([CH2:19][OH:20])[c:5]([F:8])[cH:6][cH:7]1. Run in O (water), C(C)O (ethanol). RXN SMILES: C(N1C(C(OCC)=O)=NNN1)C1C=CC=CC=1.[CH2:18]([N:25]1[N:29]=[N:28][C:27]([C:30]([O:32]CC)=[O:31])=[N:26]1)[C:19]1[CH:24]=[CH:23][CH:22]=[CH:21][CH:20]=1.S1(CCCC1)(=O)=O.[OH-].[K+:43]>C(O)C.O>[CH2:18]([N:25]1[N:29]=[N:28][C:27]([C:30]([O-:32])=[O:31])=[N:26]1)[C:19]1[CH:24]=[CH:23][CH:22]=[CH:21][CH:20]=1.[K+:43] |f:3.4,7.8|. Procedure details: A mixture of ethyl 1-benzyl-2H-tetrazole-5-carboxylate and ethyl 2-benzyl-2H-tetrazole-5-carboxylate (7 g; prepared as described below and still containing a little sulpholane) was dissolved in hot ethanol (100 ml) and the hot solution was treated with a solution of potassium hydroxide (2.7 g) in water (8 ml). The white solid which separated was filtered off from the hot solution and washed with ethanol to give potassium 2-benzyl-2H-tetrazole-5-carboxylate (4.64 g), m.p. 264°-267° C. [The pure s... Starting materials: [OH-].[K+] (potassium hydroxide), C(C1=CC=CC=C1)N1NNN=C1C(=O)OCC (ethyl 1-benzyl-2H-tetrazole-5-carboxylate), C(C1=CC=CC=C1)N1N=C(N=N1)C(=O)OCC (ethyl 2-benzyl-2H-tetrazole-5-carboxylate), S1(=O)(=O)CCCC1 (sulpholane). Yields the product C(C1=CC=CC=C1)N1N=C(N=N1)C(=O)[O-].[K+] (potassium 2-benzyl-2H-tetrazole-5-carboxylate).